This data is from the Open Reaction Database (ORD), a public repository of structured organic reaction records. The task is: describe an organic reaction: reactants, conditions, products, and yield The reactants are O=C1OC2=C(N1)C=CC(=C2)C=O (2-oxo-2,3-dihydro-1,3-benzoxazole-6-carbaldehyde), O=C1OC2=C(N1)C=CC(=C2)C=O (2-oxo-2,3-dihydro-1,3-benzoxazole-6-carbaldehyde), BrCCCO (3-bromo-propan-1-ol), C1(=CC=CC=C1)P(C1=CC=CC=C1)C1=CC=CC=C1 (triphenylphospine), C1(=CC=CC=C1)C (toluene), CCOC(=O)/N=N/C(=O)OCC (DEAD). The solvent is C1CCOC1 (THF). Conditions: time 8 hour. Product: BrCCCN1C(OC2=C1C=CC(=C2)C=O)=O (3-(3-bromopropyl)-2-oxo-2,3-dihydro-1,3-benzoxazole-6-carbaldehyde). Yield: 90.8%. As a reaction SMILES: [O:1]=[C:2]1[NH:6][C:5]2[CH:7]=[CH:8][C:9]([CH:11]=[O:12])=[CH:10][C:4]=2[O:3]1.[Br:13][CH2:14][CH2:15][CH2:16]O.C1(P(C2C=CC=CC=2)C2C=CC=CC=2)C=CC=CC=1.C1(C)C=CC=CC=1.CCOC(/N=N/C(OCC)=O)=O>C1COCC1>[Br:13][CH2:14][CH2:15][CH2:16][N:6]1[C:5]2[CH:7]=[CH:8][C:9]([CH:11]=[O:12])=[CH:10][C:4]=2[O:3][C:2]1=[O:1]. Reported procedure: A mixture of 290 mg (1.64 mmol) of 2-oxo-2,3-dihydro-1,3-benzoxazole-6-carbaldehyde (Intermediate 7), 272.8 mg (1.96 mmol) of 3-bromo-propan-1-ol, 514 mg (1.96 mmol) of triphenylphospine and 0.855 ml (1.96 mmol) of 40% toluene solution of DEAD in 7 ml THF is stirred overnight. After concentration in vacuo the residue is chromatographically purified over silicagel eluting with hexane/ethyl ether (100/0 to 0/100), obtaining 423 mg of the title product (58% purity; 52% total yield) that is used per...